From a dataset of the Open Reaction Database (ORD), a public repository of structured organic reaction records. describe an organic reaction: reactants, conditions, products, and yield Starting materials: BrC1=C(C(=CC(=C1)Br)Br)O (2,4,6-tribromophenol), ClCC(=O)C (1-chloroacetone), C([O-])([O-])=O.[K+].[K+] (potassium carbonate), CN(C)C=O (DMF). Run in O (water). Reaction conditions: temperature 27 celsius. The product is BrC1=C(OCC(C)=O)C(=CC(=C1)Br)Br (1-(2,4,6-tribromo-phenoxy)-propan-2-one). The yield is 96.5%. As a reaction SMILES: [Br:1][C:2]1[CH:7]=[C:6]([Br:8])[CH:5]=[C:4]([Br:9])[C:3]=1[OH:10].Cl[CH2:12][C:13]([CH3:15])=[O:14].C(=O)([O-])[O-].[K+].[K+].CN(C=O)C>O>[Br:1][C:2]1[CH:7]=[C:6]([Br:8])[CH:5]=[C:4]([Br:9])[C:3]=1[O:10][CH2:12][C:13](=[O:14])[CH3:15] |f:2.3.4|. Procedure: A mixture of 5 g 2,4,6-tribromophenol (15 mmol), 1.4 g 1-chloroacetone (15 mmol), 4.16 g anhydrous potassium carbonate (30 mmol) and 20 ml DMF is stirred at 27° C. Completion of the reaction is confirmed by TLC. The reaction mass is diluted with water and extracted with ethylacetate The organic layer is washed with water and brine, dried over anhydrous sodium sulphate and concentrated to obtain 5.6 g 1-(2,4,6-tribromo-phenoxy)-propan-2-one (97%).